Dataset: the Open Reaction Database (ORD), a public repository of structured organic reaction records. Task: describe an organic reaction: reactants, conditions, products, and yield Reactants: NC1CCN(Cc2ccccc2)CC1, CN1CCCCC1=O, O=[N+]([O-])c1cc(F)ccc1F. The product is O=[N+]([O-])c1cc(F)ccc1NC1CCN(Cc2ccccc2)CC1. Reaction SMILES: [CH2:12]([c:13]1[cH:14][cH:15][cH:16][cH:17][cH:18]1)[N:19]1[CH2:20][CH2:21][CH:22]([NH2:25])[CH2:23][CH2:24]1.[CH3:26][N:27]1[CH2:28][CH2:29][CH2:30][CH2:31][C:32]1=[O:33].[F:1][c:2]1[c:3]([N+:9](=[O:10])[O-:11])[cH:4][c:5]([F:8])[cH:6][cH:7]1>>[c:2]1([NH:25][CH:22]2[CH2:21][CH2:20][N:19]([CH2:12][c:13]3[cH:14][cH:15][cH:16][cH:17][cH:18]3)[CH2:24][CH2:23]2)[c:3]([N+:9](=[O:10])[O-:11])[cH:4][c:5]([F:8])[cH:6][cH:7]1. The reactants are ClC=1C(=NC(=NC1)NC=1C=NN(C1)C)CCC1=C(C=CC=C1)C(C(=O)N)C (2-(2-(5-chloro-2-(1-methyl-1H-pyrazol-4-ylamino)pyrimidin-4-ylethyl)phenyl)propanamide), NC=1C=NC=NC1 (5-aminopyrimidine), CC1(C2=C(C(=CC=C2)P(C3=CC=CC=C3)C4=CC=CC=C4)OC5=C(C=CC=C51)P(C6=CC=CC=C6)C7=CC=CC=C7)C (Xantphos), C(=O)([O-])[O-].[Cs+].[Cs+] (Cs2CO3). Reagents/catalysts: C(C)(=O)[O-].[Pd+2].C(C)(=O)[O-] (Palladium (II) acetate). Run in O1CCOCC1 (1,4-dioxane). Reaction conditions: temperature 120 celsius. Yields the product ClC=1C(=NC(=NC1)NC=1C=NC=NC1)CCC1=C(C=CC=C1)C(C(=O)N)C (2-(2-(2-(5-Chloro-2-(pyrimidin-5-ylamino)pyrimidin-4-yl)ethyl)phenyl)propanamide), solid. The yield is 32.0%. Reaction SMILES: [Cl:1][C:2]1[C:3]([CH2:15][CH2:16][C:17]2[CH:22]=[CH:21][CH:20]=[CH:19][C:18]=2[CH:23]([CH3:27])[C:24]([NH2:26])=[O:25])=[N:4][C:5]([NH:8][C:9]2[CH:10]=[N:11][N:12]([CH3:14])[CH:13]=2)=[N:6][CH:7]=1.NC1C=NC=NC=1.CC1(C)C2C(=C(P(C3C=CC=CC=3)C3C=CC=CC=3)C=CC=2)OC2C(P(C3C=CC=CC=3)C3C=CC=CC=3)=CC=CC1=2.C([O-])([O-])=O.[Cs+].[Cs+]>O1CCOCC1.C([O-])(=O)C.[Pd+2].C([O-])(=O)C>[Cl:1][C:2]1[C:3]([CH2:15][CH2:16][C:17]2[CH:22]=[CH:21][CH:20]=[CH:19][C:18]=2[CH:23]([CH3:27])[C:24]([NH2:26])=[O:25])=[N:4][C:5]([NH:8][C:9]2[CH:10]=[N:11][CH:14]=[N:12][CH:13]=2)=[N:6][CH:7]=1 |f:3.4.5,7.8.9|. Reported procedure: A mixture of 2-(2-(2-(5-chloro-2-(1-methyl-1H-pyrazol-4-ylamino)pyrimidin-4-ylethyl)phenyl)propanamide A30 (0.080 g, 0.25 mmol), 5-aminopyrimidine (0.047 g, 0.49 mmol), Xantphos (0.0057 g, 0.010 mmol) and Cs2CO3 (0.24 g, 0.74 mmol) in 1,4-dioxane (3 mL) was bubbled with nitrogen for 10 minutes. Palladium (II) acetate (0.0011 g, 0.0049 mmol) was added and the mixture was heated at 120° C. under microwave irradiation for 20 minutes. The volatiles were removed in vacuo and the residue was purified ... Starting materials: C1(=CC=CC=C1)CCO (β-phenylethanol), C1(CCCCCN1)=O (ε-caprolactam), C([O-])([O-])=O.[K+].[K+] (potassium carbonate), NC1=C(C=C(C=2C(C3=CC(=CC=C3C(C12)=O)Cl)=O)O)OC1=CC=CC=C1 (1-amino-2-phenoxy-4-hydroxy-6-chloroanthraquinone). The solvent is CO (methanol). Reaction conditions: temperature 140 celsius. Product: NC1=C(C=C(C=2C(C3=CC(=CC=C3C(C12)=O)Cl)=O)O)OCCC1=CC=CC=C1 (1-amino-2-(2-phenylethoxy)-4-hydroxy-6-chloroanthraquinone). Reaction SMILES: [C:1]1([CH2:7][CH2:8]O)[CH:6]=[CH:5][CH:4]=[CH:3][CH:2]=1.C1(=O)NCCCCC1.C(=O)([O-])[O-].[K+].[K+].[NH2:24][C:25]1[C:38]2[C:37](=[O:39])[C:36]3[C:31](=[CH:32][C:33]([Cl:40])=[CH:34][CH:35]=3)[C:30](=[O:41])[C:29]=2[C:28]([OH:42])=[CH:27][C:26]=1[O:43]C1C=CC=CC=1>CO>[NH2:24][C:25]1[C:38]2[C:37](=[O:39])[C:36]3[C:31](=[CH:32][C:33]([Cl:40])=[CH:34][CH:35]=3)[C:30](=[O:41])[C:29]=2[C:28]([OH:42])=[CH:27][C:26]=1[O:43][CH2:8][CH2:7][C:1]1[CH:6]=[CH:5][CH:4]=[CH:3][CH:2]=1 |f:2.3.4|. Procedure details: A mixture of 48.8 g of β-phenylethanol, 45.2 g of ε-caprolactam, 5.2 g of dry potassium carbonate and 18.3 g of 1-amino-2-phenoxy-4-hydroxy-6-chloroanthraquinone (preparation see Example 467c) is heated at 140° C. until, after about 4 hours, the reaction is complete. The mixture at 70° C. is diluted with 100 ccm of methanol, allowed to cool down, filtered with suction, washed with methanol and hot water and dried at 60° C. 14 g, corresponding to 71% of theory, of 1-amino-2-(2-phenylethoxy)-4-hyd... The reactants are COC(C)(C)OC (2, 2-dimethoxypropane), ClCCl (dichloromethane), C1(=CC=C(C=C1)S(=O)(=O)O)C (p-toluenesulfonic acid), ClCCl (dichloromethane). Run at time 24 hour. Yields the product CC1(OC[C@@H]2[C@H](CC[C@@H]2C(CO1)=C)C)C ((1R, 8S, 11S)-4, 4, 11-trimethyl-7-methylene-3, 5-dioxabicyclo[6. 3. 0]undecane). Yield: 29.7%. As a reaction SMILES: [CH3:1][O:2][C:3]([O:6][CH3:7])([CH3:5])[CH3:4].[C:8]1([CH3:18])[CH:13]=[CH:12][C:11](S(O)(=O)=O)=[CH:10][CH:9]=1.Cl[CH2:20]Cl>>[CH3:4][C:3]1([CH3:5])[O:6][CH2:7][C:10](=[CH2:9])[C@@H:11]2[C@@H:20]([C@@H:8]([CH3:18])[CH2:13][CH2:12]2)[CH2:1][O:2]1. Procedure details: 2-[(1S, 2R, 3S)-2-(hydroxymethyl)-3-methylcyclopent-1-yl]-2-propen-1-ol (1.5 g, 0.0082 mol) obtained in Definite Example 46 was dissolved in 20 ml of dichloromethane and 10 ml of 2, 2-dimethoxypropane was added. Furthermore, 50 mg of p-toluenesulfonic acid was added, and the reaction mixture was stirred at room temperature for 24 hours. After 100 ml of dichloromethane was added, washing was carried out with a mixed aqueous solution of saturated sodium bicarbonate solution (20 ml) and saturated s...